From a dataset of the Open Reaction Database (ORD), a public repository of structured organic reaction records. describe an organic reaction: reactants, conditions, products, and yield The reactants are C1COCCN1, CCN(C(C)C)C(C)C, O=C(O)c1cc(C2CCCN2c2cc(F)cc(F)c2)c2oc(N3CCOCC3)cc(=O)c2c1. The product is O=C(c1cc(C2CCCN2c2cc(F)cc(F)c2)c2oc(N3CCOCC3)cc(=O)c2c1)N1CCOCC1. As a reaction SMILES: [CH2:43]1[CH2:44][O:45][CH2:46][CH2:47][NH:48]1.[CH:34]([N:35]([CH2:36][CH3:37])[CH:38]([CH3:39])[CH3:40])([CH3:41])[CH3:42].[F:1][c:2]1[cH:3][c:4]([N:9]2[CH:10]([c:14]3[cH:15][c:16]([C:31](=[O:32])[OH:33])[cH:17][c:18]4[c:19](=[O:30])[cH:20][c:21]([N:24]5[CH2:25][CH2:26][O:27][CH2:28][CH2:29]5)[o:22][c:23]34)[CH2:11][CH2:12][CH2:13]2)[cH:5][c:6]([F:8])[cH:7]1>>[F:1][c:2]1[cH:3][c:4]([N:9]2[CH:10]([c:14]3[cH:15][c:16]([C:31](=[O:33])[N:48]4[CH2:43][CH2:44][O:45][CH2:46][CH2:47]4)[cH:17][c:18]4[c:19](=[O:30])[cH:20][c:21]([N:24]5[CH2:25][CH2:26][O:27][CH2:28][CH2:29]5)[o:22][c:23]34)[CH2:11][CH2:12][CH2:13]2)[cH:5][c:6]([F:8])[cH:7]1. The reactants are COc1ccc(CCl)cc1, CN(C)C=O, [H-], Nc1ncc2cc(-c3c(Cl)cccc3Cl)c(=O)[nH]c2n1, [Na+], O. Yields the product COc1ccc(Cn2c(=O)c(-c3c(Cl)cccc3Cl)cc3cnc(N)nc32)cc1. RXN SMILES: [CH3:23][O:24][c:25]1[cH:26][cH:27][c:28]([CH2:29][Cl:30])[cH:31][cH:32]1.[CH3:34][N:35]([CH3:36])[CH:37]=[O:38].[H-:2].[NH2:3][c:4]1[n:5][cH:6][c:7]2[c:8]([n:9]1)[nH:10][c:11](=[O:22])[c:12](-[c:14]1[c:15]([Cl:21])[cH:16][cH:17][cH:18][c:19]1[Cl:20])[cH:13]2.[Na+:1].[OH2:33]>>[NH2:3][c:4]1[n:5][cH:6][c:7]2[c:8]([n:9]1)[n:10]([CH2:29][c:28]1[cH:27][cH:26][c:25]([O:24][CH3:23])[cH:32][cH:31]1)[c:11](=[O:22])[c:12](-[c:14]1[c:15]([Cl:21])[cH:16][cH:17][cH:18][c:19]1[Cl:20])[cH:13]2. Starting materials: C(C1=CC=CC=C1)N=C=O (benzyl isocyanate), NC=1C=CC(=C(C1)C(=O)C1=C(C=C(C=C1)NC1=C(C=C(C=C1)F)F)Cl)C ((5-Amino-2-methyl-phenyl)-[2-chloro-4-(2,4-difluoro-phenylamino)-phenyl]-methanone), compound 259. The solvent is N1=CC=CC=C1 (pyridine). Reaction conditions: time 18 hour. Product: C(C1=CC=CC=C1)NC(=O)NC1=CC(=C(C=C1)C)C(C1=C(C=C(C=C1)NC1=C(C=C(C=C1)F)F)Cl)=O (1-Benzyl-3-{3-[2-chloro-4-(2,4-difluoro-phenylamino)-benzoyl]-4-methyl-phenyl}-urea). Reaction SMILES: [NH2:1][C:2]1[CH:3]=[CH:4][C:5]([CH3:26])=[C:6]([C:8]([C:10]2[CH:15]=[CH:14][C:13]([NH:16][C:17]3[CH:22]=[CH:21][C:20]([F:23])=[CH:19][C:18]=3[F:24])=[CH:12][C:11]=2[Cl:25])=[O:9])[CH:7]=1.[CH2:27]([N:34]=[C:35]=[O:36])[C:28]1[CH:33]=[CH:32][CH:31]=[CH:30][CH:29]=1>N1C=CC=CC=1>[CH2:27]([NH:34][C:35]([NH:1][C:2]1[CH:3]=[CH:4][C:5]([CH3:26])=[C:6]([C:8](=[O:9])[C:10]2[CH:15]=[CH:14][C:13]([NH:16][C:17]3[CH:22]=[CH:21][C:20]([F:23])=[CH:19][C:18]=3[F:24])=[CH:12][C:11]=2[Cl:25])[CH:7]=1)=[O:36])[C:28]1[CH:33]=[CH:32][CH:31]=[CH:30][CH:29]=1. Reported procedure: Compound 494 (0.07 g, 0.18 mmol) was dissolved in pyridine (0.5 mL) and benzyl isocyanate (0.035 mL, 0.28 mmol) was added. The solution was stirred at room temperature for 18 h. Work up as described in the preparation of compound 259. The crude product was purified by flash chromatography using a MeOH/CH2Cl2 1:100 as the eluent. This afforded the title compound as slightly coloured solid. 13C NMR (DMSO-d6) δ 195.3, 158.8 (dd), 155.8 (dd), 155.2, 149.1, 140.3, 139.1, 138.2, 133.4, 131.4, 129.0, 1... Procedure details: Following the procedure described in Example 9, part B above but using equivalent amounts of 5-chloro-4,6,7-trifluoro-1,3-diiminoisoindoline and 2-(2-methylpiperidino)-4-imino-2-thiazoline hydrochloride in place of 1,3-diiminoisoindoline and 2-piperidino-4-imino-2-thiazoline hydrochloride respectively, there is obtained as the product 1-imino-5-chloro-4,6,7-trifluoro-3-[2-(2-methylpiperidino)-4-imino-2-thiazolin-5-ylidene]isoindoline hydrochloride. Yields the product Cl.N=C1NC(C2=C(C(=C(C(=C12)F)F)Cl)F)=C1C(N=C(S1)N1C(CCCC1)C)=N (1-imino-5-chloro-4,6,7-trifluoro-3-[2-(2-methylpiperidino)-4-imino-2-thiazolin-5-ylidene]isoindoline hydrochloride). RXN SMILES: [Cl:1][C:2]1[C:3]([F:15])=[C:4]2[C:8](=[C:9]([F:12])[C:10]=1[F:11])[C:7](=[NH:13])[NH:6][C:5]2=N.Cl.[CH3:17][CH:18]1[CH2:23][CH2:22][CH2:21][CH2:20][N:19]1[C:24]1[S:25][CH2:26][C:27](=[NH:29])[N:28]=1.Cl.N1(C2SCC(=N)N=2)CCCCC1>>[ClH:1].[NH:13]=[C:7]1[C:8]2[C:4](=[C:3]([F:15])[C:2]([Cl:1])=[C:10]([F:11])[C:9]=2[F:12])[C:5](=[C:26]2[S:25][C:24]([N:19]3[CH2:20][CH2:21][CH2:22][CH2:23][CH:18]3[CH3:17])=[N:28][C:27]2=[NH:29])[NH:6]1 |f:1.2,3.4,5.6|. The reactants are ClC=1C(=C2C(NC(C2=C(C1F)F)=N)=N)F (5-chloro-4,6,7-trifluoro-1,3-diiminoisoindoline), Cl.CC1N(CCCC1)C=1SCC(N1)=N (2-(2-methylpiperidino)-4-imino-2-thiazoline hydrochloride), Cl.N1(CCCCC1)C=1SCC(N1)=N (2-piperidino-4-imino-2-thiazoline hydrochloride). Conditions: time 1 hour. Procedure: 55 ml of a 1M solution of diisobutyl-aluminium hydride (DIBAH) in n-hexane are added to a solution of 8.6 g (0.05 mole) of 4-(4-cyano-4-propyl-cyclohexyl)-4'-n-pentylbiphenyl (Example 1) in 100 ml of hexane at 0°, under a nitrogen atmosphere and with exclusion of moisture. The mixture is stirred at room temperature for one hour and 5 ml of methanol are then carefully added. The reaction mixture is poured into 200 ml of ice-cold 10% H2SO4 and stirred for 30 minutes. The organic phase is then sepa... Product: C(=O)C1(CCC(CC1)C1=CC=C(C=C1)C1=CC=C(C=C1)CCCCC)CCC (4-(4-formyl-4-propylcyclohexyl)-4'-pentylbiphenyl). Solvent: CCCCCC (n-hexane), CCCCCC (hexane). Reactants: solution, [H-].C(C(C)C)[Al+]CC(C)C (diisobutyl-aluminium hydride), C(#N)C1(CCC(CC1)C1=CC=C(C=C1)C1=CC=C(C=C1)CCCCC)CCC (4-(4-cyano-4-propylcyclohexyl)-4'-pentylbiphenyl), CO (methanol), ice. As a reaction SMILES: [H-].C([Al+]CC(C)C)C(C)C.[C:11]([C:13]1([CH2:36][CH2:37][CH3:38])[CH2:18][CH2:17][CH:16]([C:19]2[CH:24]=[CH:23][C:22]([C:25]3[CH:30]=[CH:29][C:28]([CH2:31][CH2:32][CH2:33][CH2:34][CH3:35])=[CH:27][CH:26]=3)=[CH:21][CH:20]=2)[CH2:15][CH2:14]1)#N.C[OH:40]>CCCCCC>[CH:11]([C:13]1([CH2:36][CH2:37][CH3:38])[CH2:18][CH2:17][CH:16]([C:19]2[CH:24]=[CH:23][C:22]([C:25]3[CH:30]=[CH:29][C:28]([CH2:31][CH2:32][CH2:33][CH2:34][CH3:35])=[CH:27][CH:26]=3)=[CH:21][CH:20]=2)[CH2:15][CH2:14]1)=[O:40] |f:0.1|. The reactants are C(CCC)[Li] (n-butyllithium), C(C)(C)NC(C)C (diisopropylamine), COC(C(=O)OC)=O (oxalic acid dimethyl ester), Cl (hydrochloric acid), COC(C[C@@H](C)O)=O ((R)-3-hydroxybutyric acid methyl ester). Run in C(C)(=O)OCC (ethyl acetate), CCCCCC (n-hexane), O1CCCC1 (tetrahydrofuran). Run at temperature 0 celsius. Product: OC=1C(=O)O[C@@H](C1C(=O)OC)C ((R)-2-hydroxy-3-methoxycarbonyl-2-penten-4-olide). As a reaction SMILES: C([Li])CCC.C(N[CH:10]([CH3:12])[CH3:11])(C)C.[CH3:13][O:14][C:15](=[O:20])C[C@H](O)C.CO[C:23](=[O:28])[C:24]([O:26]C)=[O:25].Cl>CCCCCC.O1CCCC1.C(OCC)(=O)C>[OH:28][C:23]1[C:24]([O:26][C@H:10]([CH3:11])[C:12]=1[C:15]([O:14][CH3:13])=[O:20])=[O:25]. Procedure details: 775 ml of 1.6M n-butyllithium solution in n-hexane are added dropwise within a period of 20 minutes at -25° C. to a solution of 1.27 mol of diisopropylamine in 600 ml of tetrahydrofuran. At -70° C., 70.9 g of (R)-3-hydroxybutyric acid methyl ester are then added dropwise within a period of 30 minutes and, after 1 hour, 70.9 g of oxalic acid dimethyl ester are added dropwise within a period of 40 minutes. After a reaction time of two hours at -60° C., the whole is warmed to 0° C. and acidified to... The reactants are O[C@H]1C[C@H]2CC[C@H]3[C@@H]4CC[C@@H]([C@@]4(C)[C@H](C[C@@H]3[C@]2(CC1)C)O)C(CC=C(C1=CC=CC=C1)C1=CC=CC=C1)C (3α, 12α-dihydroxy-17β-[(1,1-diphenyl)-1-penten-4-yl]-5β-androstane), N1=CC=CC=C1 (pyridine), C(C)(=O)OC(C)=O (acetic anhydride), C1(=CC=CC=C1)C (toluene), CCOCC (ether). Reagents/catalysts: CN(C1=CC=NC=C1)C (4-dimethylaminopyridine). Run in O (water). Run at time 30 minute. Product: C(C)(=O)O[C@H]1C[C@H]2CC[C@H]3[C@@H]4CC[C@@H]([C@@]4(C)[C@H](C[C@@H]3[C@]2(CC1)C)OC(C)=O)C(CC=C(C1=CC=CC=C1)C1=CC=CC=C1)C (3α, 12α-diacetoxy-17β-[(1,1-diphenyl)-1-penten-4-yl]-5β-androstane). As a reaction SMILES: [OH:1][C@@H:2]1[CH2:19][CH2:18][C@@:17]2([CH3:20])[C@H:4]([CH2:5][CH2:6][C@@H:7]3[C@@H:16]2[CH2:15][C@H:14]([OH:21])[C@@:12]2([CH3:13])[C@H:8]3[CH2:9][CH2:10][C@@H:11]2[CH:22]([CH3:38])[CH2:23][CH:24]=[C:25]([C:32]2[CH:37]=[CH:36][CH:35]=[CH:34][CH:33]=2)[C:26]2[CH:31]=[CH:30][CH:29]=[CH:28][CH:27]=2)[CH2:3]1.N1C=CC=CC=1.[C:45](OC(=O)C)(=[O:47])[CH3:46].C1(C)C=CC=CC=1.[CH3:59][CH2:60][O:61]CC>CN(C)C1C=CN=CC=1.O>[C:45]([O:1][C@@H:2]1[CH2:19][CH2:18][C@@:17]2([CH3:20])[C@H:4]([CH2:5][CH2:6][C@@H:7]3[C@@H:16]2[CH2:15][C@H:14]([O:21][C:60](=[O:61])[CH3:59])[C@@:12]2([CH3:13])[C@H:8]3[CH2:9][CH2:10][C@@H:11]2[CH:22]([CH3:38])[CH2:23][CH:24]=[C:25]([C:32]2[CH:33]=[CH:34][CH:35]=[CH:36][CH:37]=2)[C:26]2[CH:31]=[CH:30][CH:29]=[CH:28][CH:27]=2)[CH2:3]1)(=[O:47])[CH3:46]. Reported procedure: A mixture of 3α, 12α-dihydroxy-17β-[(1,1-diphenyl)-1-penten-4-yl]-5β-androstane (15.6 g), pyridine (14.8 ml), acetic anhydride (57.4 ml), 4-dimethylaminopyridine (3.71 g) and toluene (60 ml) is stirred at room temperature for about 30 minutes, diluted with ether and water and the layers are separated. The organic solution is washed water, dried over magnesium sulfate, filtered and concentrated in vacuo. The crude product is crystallized from 25% ether in hexane to give the desired product as an ...